Dataset: the Open Reaction Database (ORD), a public repository of structured organic reaction records. Task: describe an organic reaction: reactants, conditions, products, and yield Reaction SMILES: [Br:1][c:2]1[cH:3][cH:4][c:5]([CH:8]([CH3:9])[N:10]2[C:11](=[O:30])[O:12][C:13]([c:16]3[cH:17][cH:18][cH:19][cH:20][cH:21]3)([CH2:22][CH2:23][CH2:24][NH:25][S:26](=[O:27])(=[O:28])[CH3:29])[CH2:14][CH2:15]2)[cH:6][cH:7]1.[n:31]1[cH:32][c:33]([B:37]([OH:38])[OH:39])[cH:34][cH:35][cH:36]1>>[c:2]1(-[c:33]2[cH:32][n:31][cH:36][cH:35][cH:34]2)[cH:3][cH:4][c:5]([CH:8]([CH3:9])[N:10]2[C:11](=[O:30])[O:12][C:13]([c:16]3[cH:17][cH:18][cH:19][cH:20][cH:21]3)([CH2:22][CH2:23][CH2:24][NH:25][S:26](=[O:27])(=[O:28])[CH3:29])[CH2:14][CH2:15]2)[cH:6][cH:7]1. Starting materials: CC(c1ccc(Br)cc1)N1CCC(CCCNS(C)(=O)=O)(c2ccccc2)OC1=O, OB(O)c1cccnc1. Yields the product CC(c1ccc(-c2cccnc2)cc1)N1CCC(CCCNS(C)(=O)=O)(c2ccccc2)OC1=O.